This data is from the Open Reaction Database (ORD), a public repository of structured organic reaction records. The task is: describe an organic reaction: reactants, conditions, products, and yield Reactants: ClC(Cl)Cl, O=C(O)C(F)(F)F, CC(C)(O)c1cc(F)cc(F)c1, [N-]=[N+]=N, [Na+], [OH-]. Yields the product CC(C)(N=[N+]=[N-])c1cc(F)cc(F)c1. Reaction SMILES: [CH:25]([Cl:26])([Cl:27])[Cl:28].[F:16][C:17]([F:18])([F:19])[C:20]([OH:21])=[O:22].[F:4][c:5]1[cH:6][c:7]([C:12]([CH3:13])([CH3:14])[OH:15])[cH:8][c:9]([F:11])[cH:10]1.[NH:1]=[N+:2]=[N-:3].[Na+:24].[OH-:23]>>[N:1](=[N+:2]=[N-:3])[C:12]([c:7]1[cH:6][c:5]([F:4])[cH:10][c:9]([F:11])[cH:8]1)([CH3:13])[CH3:14]. Reactants: FC(C1=C(C=NO1)C(=O)Cl)(F)F (5-trifluoromethyl-4-isoxazolecarboxylic acid chloride), N1CCCCC1 (piperidine). Yields the product FC(C1=C(C=NO1)C(=O)N1CCCCC1)(F)F (N-(5-Trifluoromethyl-4-isoxazolylcarbonyl)-piperidine). Reaction SMILES: [F:1][C:2]([F:12])([F:11])[C:3]1[O:7][N:6]=[CH:5][C:4]=1[C:8](Cl)=[O:9].[NH:13]1[CH2:18][CH2:17][CH2:16][CH2:15][CH2:14]1>>[F:1][C:2]([F:12])([F:11])[C:3]1[O:7][N:6]=[CH:5][C:4]=1[C:8]([N:13]1[CH2:18][CH2:17][CH2:16][CH2:15][CH2:14]1)=[O:9]. Reported procedure: of boiling point (4 mbar) 62° to 68° C., prepared from 5-trifluoromethyl-4-isoxazolecarboxylic acid chloride and piperidine. The reactants are C1CCOC1, [Li]CCCC, CC(C)NC(C)C, COc1ccc(F)c(F)c1, CN(C)C=O, O. Product: COc1ccc(F)c(F)c1C=O. As a reaction SMILES: [CH2:28]1[O:29][CH2:30][CH2:31][CH2:32]1.[CH3:8][CH2:9][CH2:10][CH2:11][Li:12].[CH:1]([NH:2][CH:3]([CH3:4])[CH3:5])([CH3:6])[CH3:7].[F:13][c:14]1[c:15]([F:22])[cH:16][c:17]([O:20][CH3:21])[cH:18][cH:19]1.[O:23]=[CH:24][N:25]([CH3:26])[CH3:27].[OH2:33]>>[F:13][c:14]1[c:15]([F:22])[c:16]([CH:24]=[O:23])[c:17]([O:20][CH3:21])[cH:18][cH:19]1. The reactants are CN1C(=CC=C1)C(C(=O)OCC)=O (ethyl 1-methylpyrrole-2-glyoxylate), C1(CCCCC1)N (cyclohexylamine). The reagents and catalysts are [Ti](Cl)(Cl)(Cl)Cl (titanium tetrachloride). The solvent is CCOCC (ether), CCCCC (pentane). Conditions: time 8 hour. The product is C1(CCCCC1)N=C(C(=O)OCC)C=1N(C=CC1)C (ethyl α-cyclohexylimino-1-methylpyrrole-2-acetate). Yield: 15.0%. Reaction SMILES: [CH3:1][N:2]1[CH:6]=[CH:5][CH:4]=[C:3]1[C:7](=O)[C:8]([O:10][CH2:11][CH3:12])=[O:9].[CH:14]1([NH2:20])[CH2:19][CH2:18][CH2:17][CH2:16][CH2:15]1>CCOCC.CCCCC.[Ti](Cl)(Cl)(Cl)Cl>[CH:14]1([N:20]=[C:7]([C:3]2[N:2]([CH3:1])[CH:6]=[CH:5][CH:4]=2)[C:8]([O:10][CH2:11][CH3:12])=[O:9])[CH2:19][CH2:18][CH2:17][CH2:16][CH2:15]1. Reported procedure: To a solution of 25 g ethyl 1-methylpyrrole-2-glyoxylate and 44.5 g cyclohexylamine in 700 ml ether under nitrogen at 0° C. is added 8.8 ml of titanium tetrachloride in 80 ml pentane. After stirring at room temperature overnight, the precipitate is removed by filtration. The filtrate is evaporated and the resulting oil distilled. The fraction collected at 111°-117° C. (5 millitorr) is crystallized from hexane to afford a 15% yield of ethyl α-cyclohexylimino-1-methylpyrrole-2-acetate, m.p. 35°-36... The reactants are C(C1=CC=CC=C1)N1CC(C(=O)N)CCC1 (racemic 1-benzylnipecotamide), [OH-].[Na+] (NaOH). Solvent: suspension. Run at time 72 hour. The product is C(C1=CC=CC=C1)N1C[C@H](C(=O)N)CCC1 ((R)-1-benzylnipecotamide). Isolated yield 48.0%. Reaction SMILES: [CH2:1]([N:8]1[CH2:16][CH2:15][CH2:14][CH:10]([C:11]([NH2:13])=[O:12])[CH2:9]1)[C:2]1[CH:7]=[CH:6][CH:5]=[CH:4][CH:3]=1.[OH-].[Na+]>>[CH2:1]([N:8]1[CH2:16][CH2:15][CH2:14][C@@H:10]([C:11]([NH2:13])=[O:12])[CH2:9]1)[C:2]1[CH:3]=[CH:4][CH:5]=[CH:6][CH:7]=1 |f:1.2|. Procedure: Cupriavidus sp. KNK-J915 stain (FERN BP-10739) was inoculated in a medium (glycerol 1.0%, peptone 0.5%, malt extract 0.3%, yeast extract 0.3%, isovaleronitrile 0.1%, pH 7.0) sterilized in a Sakaguchi flask, and stirred and cultivated at 30° C. for 72 hours. After completion of the cultivation, the bacterial cells were collected by centrifugal separation, and suspended in 100 mM phosphate buffer (pH 7.0) to obtain a 20-fold concentrated bacterial cell suspension. To the bacterial cell suspension ... Reactants: BrBr (Bromine), O=C(CC1=CC=C(C=C1)S(=O)(=O)N)C (4-(2-oxo-propyl)-benzenesulfonamide), N1=C(C=NC=C1)NC(=S)N (Pyrazin-2-yl-thiourea). The solvent is O1CCOCC1 (dioxan). Reaction conditions: temperature 60 celsius. Yields the product CC=1N=C(SC1C1=CC=C(C=C1)S(=O)(=O)N)NC1=NC=CN=C1 (4-[4-Methyl-2-(pyrazin-2-ylamino)-thiazol-5-yl]-benzenesulfonamide). Yield: 28.1%. RXN SMILES: BrBr.O=[C:4]([CH3:16])[CH2:5][C:6]1[CH:11]=[CH:10][C:9]([S:12]([NH2:15])(=[O:14])=[O:13])=[CH:8][CH:7]=1.[N:17]1[CH:22]=[CH:21][N:20]=[CH:19][C:18]=1[NH:23][C:24]([NH2:26])=[S:25]>O1CCOCC1>[CH3:16][C:4]1[N:26]=[C:24]([NH:23][C:18]2[CH:19]=[N:20][CH:21]=[CH:22][N:17]=2)[S:25][C:5]=1[C:6]1[CH:11]=[CH:10][C:9]([S:12]([NH2:15])(=[O:14])=[O:13])=[CH:8][CH:7]=1. Procedure: Bromine (0.017 ml, 0.33 mmol) is added dropwise to a stirred solution of 4-(2-oxo-propyl)-benzenesulfonamide (prepared as described in European patent specification EP 91749 A2) (0.087 g, 4.1 mmol) in dioxan (10 ml) at 0° C. After 30 minutes the solvent is removed and the crude product is dissolved in ethanol (4.0 ml). Pyrazin-2-yl-thiourea (0.063 g, 0.41 mmol) is added and the stirred reaction mixture is heated at 60° C. for 3 hours. The solvent is removed and the residue is triturated with eth...